From a dataset of the Open Reaction Database (ORD), a public repository of structured organic reaction records. describe an organic reaction: reactants, conditions, products, and yield Reactants: CCN=C=NCCCN(C)C (EDCI), C(#N)C1=CC=C(CN2CC(C2)C(=O)O)C=C1 (1-(4-cyanobenzyl)azetidine-3-carboxylic acid), C(C)(C)(C)O (tert-butanol). Reagents/catalysts: CN(C)C=1C=CN=CC1 (DMAP). The solvent is ClC(C)Cl (dichloroethane). Product: C(#N)C1=CC=C(CN2CC(C2)C(=O)OC(C)(C)C)C=C1 (tert-butyl 1-(4-cyanobenzyl)azetidine-3-carboxylate). Isolated yield 86.0%. Reaction SMILES: [C:1]([C:3]1[CH:16]=[CH:15][C:6]([CH2:7][N:8]2[CH2:11][CH:10]([C:12]([OH:14])=[O:13])[CH2:9]2)=[CH:5][CH:4]=1)#[N:2].[C:17](O)([CH3:20])([CH3:19])[CH3:18].CCN=C=NCCCN(C)C>CN(C1C=CN=CC=1)C.ClC(Cl)C>[C:1]([C:3]1[CH:4]=[CH:5][C:6]([CH2:7][N:8]2[CH2:9][CH:10]([C:12]([O:14][C:17]([CH3:20])([CH3:19])[CH3:18])=[O:13])[CH2:11]2)=[CH:15][CH:16]=1)#[N:2]. Reported procedure: To a mixture of 1-(4-cyanobenzyl)azetidine-3-carboxylic acid (3.25 g, 15.0 mmol), DMAP (1.84 g, 15.0 mmol), and tert-butanol (14.1 mL, 150 mmol) in dichloroethane (150 mL) was added EDCI (4.32 g, 22.5 mmol), and the reaction mixture was allowed to stir over the weekend. The volatiles were removed under reduced pressure, and the residue was partitioned between ethyl acetate (250 mL) and a saturated aqueous solution of sodium bicarbonate (250 mL). The organic layer was washed with water (250 mL), ... Reactants: N#CC(O)c1cccc(Oc2ccccc2)c1, CCOCC, CC(C)C(C=C(Cl)Cl)C(=O)Cl, c1ccncc1, c1ccccc1. Product: CC(C)C(C=C(Cl)Cl)C(=O)OC(C#N)c1cccc(Oc2ccccc2)c1. RXN SMILES: [C:12](#[N:13])[CH:14]([c:15]1[cH:16][c:17]([O:21][c:22]2[cH:23][cH:24][cH:25][cH:26][cH:27]2)[cH:18][cH:19][cH:20]1)[OH:28].[CH3:41][CH2:42][O:43][CH2:44][CH3:45].[Cl:1][C:2](=[CH:3][CH:4]([C:5](=[O:6])[Cl:7])[CH:8]([CH3:9])[CH3:10])[Cl:11].[cH:29]1[cH:30][cH:31][n:32][cH:33][cH:34]1.[cH:35]1[cH:36][cH:37][cH:38][cH:39][cH:40]1>>[Cl:1][C:2](=[CH:3][CH:4]([C:5](=[O:6])[O:28][CH:14]([C:12]#[N:13])[c:15]1[cH:16][c:17]([O:21][c:22]2[cH:23][cH:24][cH:25][cH:26][cH:27]2)[cH:18][cH:19][cH:20]1)[CH:8]([CH3:9])[CH3:10])[Cl:11]. Starting materials: Cl (hydrochloric acid), C([C@@H]1[C@H]([C@@H]([C@H]([C@H](O1)O[C@]2([C@H]([C@@H]([C@H](O2)CO)O)O)CO)O)O)O)O (sucrose), NC(=O)N (urea), OP(=O)(O)[O-].[K+] (KH2PO4), MgSO4.7H2O, CC1=C(SC=[N+]1CC=2C=NC(=NC2N)C)CCO.Cl.[Cl-] (thiamine hydrochloride), OC(=O)CCCC[C@@H]1SC[C@@H]2NC(=O)N[C@H]12 (biotin). Reagents/catalysts: [Fe] (Fe). Product: N[C@@H](CC(O)=O)C(=O)O (Asp), BP-2178. Reaction SMILES: C(O)[C@H]1O[C@H]([O:8][C@:9]2([CH2:18]O)[O:13][C@H](CO)[C@@H](O)[C@@H]2O)[C@H](O)[C@@H](O)[C@@H]1O.N[C:25]([NH2:27])=O.OP([O-])(O)=O.[K+].[OH:34][C:35](CCCC[C@H]1[C@@H]2[C@@H](NC(N2)=O)CS1)=[O:36].CC1[N+](CC2C=NC(C)=NC=2N)=CSC=1CCO.Cl.[Cl-].Cl>[Fe]>[NH2:27][C@H:25]([C:35]([OH:36])=[O:34])[CH2:18][C:9](=[O:8])[OH:13] |f:2.3,5.6.7|. Reported procedure: An aqueous solution medium containing 13 g/dl of sucrose, 0.5 g/dl of urea, 0.1 g/dl of KH2PO4, 0.04 g/dl of MgSO4.7H2O, ppm each of Fe and Mn ions, 5 μg/l of biotin, 200 μg/l of thiamine hydrochloride and 0.3 ml/dl of soybean protein hydrochloric acid hydrolysate "AJI-EKI" (total nitrogen of 7%), adjusted to pH 7.2 was prepared and 20 ml of the medium was separately charged into a shake flask of 500 ml volume. After sterilization, Asp-producing bacteria, Brevibacterium flavum (FERM BP-2178) and... Starting materials: NC1=C(C=C(OC2=CC(=NC=C2)C(=O)NC)C=C1)NC ({4-[4-amino-3-(methylamino)phenoxy](2-pyridyl)}-N-methylcarboxamide), BrC1=CC=C(C=C1)N=C=S (4-bromophenylisothiocyanate), IC (iodomethane). Run in CO (methanol). Run at temperature 60 celsius, time 2 hour. The product is BrC1=CC=C(C=C1)NC1=NC2=C(N1C)C=C(C=C2)OC2=CC(=NC=C2)C(=O)NC (4-{2-[(4-bromophenyl)amino]-1-methylbenzimidazol-6-yloxy)-(2-pyridyl)-N-methylcarboxamide). RXN SMILES: [NH2:1][C:2]1[CH:18]=[CH:17][C:5]([O:6][C:7]2[CH:12]=[CH:11][N:10]=[C:9]([C:13]([NH:15][CH3:16])=[O:14])[CH:8]=2)=[CH:4][C:3]=1[NH:19][CH3:20].[Br:21][C:22]1[CH:27]=[CH:26][C:25]([N:28]=[C:29]=S)=[CH:24][CH:23]=1.IC>CO>[Br:21][C:22]1[CH:27]=[CH:26][C:25]([NH:28][C:29]2[N:19]([CH3:20])[C:3]3[CH:4]=[C:5]([O:6][C:7]4[CH:12]=[CH:11][N:10]=[C:9]([C:13]([NH:15][CH3:16])=[O:14])[CH:8]=4)[CH:17]=[CH:18][C:2]=3[N:1]=2)=[CH:24][CH:23]=1. Procedure: A solution of the {4-[4-amino-3-(methylamino)phenoxy](2-pyridyl)}-N-methylcarboxamide (1 eq) in methanol was treated with 4-bromophenylisothiocyanate (1 eq) and stirred at 60° C. for 2 hours. The reaction mixture was cooled down to room temperature and iodomethane (1 eq) was added and stirred overnight at 60° C. The reaction was concentrated and preparative chromatography gave (4-{2-[(4-bromophenyl)amino]-1-methylbenzimidazol-6-yloxy)-(2-pyridyl)-N-methylcarboxamide. MS: MH+=452. The reactants are Cl.CC([C@H](N)C(=O)O)C(=O)O (β-methyl-L-aspartate hydrochloride), N (ammonia). Solvent: solution. Run at temperature 0 celsius. Product: O.N[C@@H](CC(N)=O)C(=O)O (L-asparagine monohydrate). As a reaction SMILES: Cl.C[CH:3]([C:9]([OH:11])=O)[C@@H:4]([C:6]([OH:8])=[O:7])[NH2:5].[NH3:12]>>[OH2:7].[NH2:5][C@H:4]([C:6]([OH:8])=[O:7])[CH2:3][C:9](=[O:11])[NH2:12] |f:0.1,3.4|. Procedure: 18.3 g of β-methyl-L-aspartate hydrochloride are dissolved in 80 ml of a solution containing 20 g of ammonia. After reaction at ambient temperature for 3 hours, during which the reaction mixture is slowly stirred, the excess ammonia is removed under a partial vacuum of 12 mm Hg. The pH-value is then reduced to pH 5.4 by the addition of 10 g of 32% hydrochloric acid. The L-asparagine is precipitated in monohydrate form. 200 g of methanol are then added to the mixture, followed by cooling to 0°C. ... The reactants are ClCCl, CCOC(=O)c1cc([N+](=O)[O-])c(Sc2ccc(N)cc2)s1, O=C(Cl)OCC1c2ccccc2-c2ccccc21, c1ccncc1. The product is CCOC(=O)c1cc([N+](=O)[O-])c(Sc2ccc(NC(=O)OCC3c4ccccc4-c4ccccc43)cc2)s1. As a reaction SMILES: [CH2:46]([Cl:47])[Cl:48].[NH2:1][c:2]1[cH:3][cH:4][c:5]([S:8][c:9]2[c:10]([N+:19](=[O:20])[O-:21])[cH:11][c:12]([C:14](=[O:15])[O:16][CH2:17][CH3:18])[s:13]2)[cH:6][cH:7]1.[cH:22]1[cH:23][cH:24][cH:25][c:26]2[c:34]1[CH:33]([CH2:35][O:36][C:37](=[O:38])[Cl:39])[c:32]1[c:27]-2[cH:28][cH:29][cH:30][cH:31]1.[cH:40]1[cH:41][cH:42][n:43][cH:44][cH:45]1>>[NH:1]([c:2]1[cH:3][cH:4][c:5]([S:8][c:9]2[c:10]([N+:19](=[O:20])[O-:21])[cH:11][c:12]([C:14](=[O:15])[O:16][CH2:17][CH3:18])[s:13]2)[cH:6][cH:7]1)[C:37]([O:36][CH2:35][CH:33]1[c:32]2[c:27]([cH:28][cH:29][cH:30][cH:31]2)-[c:26]2[cH:25][cH:24][cH:23][cH:22][c:34]21)=[O:38]. Reactants: [OH-].[Na+] (NaOH), C(C)(=O)C1=CC=CC=C1 (acetophenone), FC1=CC=C(C=O)C=C1 (4-fluorobenzaldehyde). Solvent: O (H2O), CCO (EtOH). Run at time 1.5 hour. Product: FC1=CC=C(C=C1)C=CC(=O)C1=CC=CC=C1 (3-(4-fluorophenyl)-1-phenyl-2-propen-1-one). Isolated yield 91.9%. RXN SMILES: [OH-].[Na+].[C:3]([C:6]1[CH:11]=[CH:10][CH:9]=[CH:8][CH:7]=1)(=[O:5])[CH3:4].[F:12][C:13]1[CH:20]=[CH:19][C:16]([CH:17]=O)=[CH:15][CH:14]=1>O.CCO>[F:12][C:13]1[CH:20]=[CH:19][C:16]([CH:17]=[CH:4][C:3]([C:6]2[CH:11]=[CH:10][CH:9]=[CH:8][CH:7]=2)=[O:5])=[CH:15][CH:14]=1 |f:0.1|. Reported procedure: To a mechanically stirred solution of 5.0 g NaOH in 35 ml H2O and 25 ml EtOH at 15° C. was added 12.0 g (0.100 mole) of acetophenone and 12.4 g (0.100 mole) of 4-fluorobenzaldehyde. After a brief exotherm to 25° C., the temperature returned to 15° C., and the cooling bath was removed. The reaction mixture was stirred at room temperature for 1.5 hour, and the thick slurry was transferred to a beaker to cool overnight at 10° C. This mixture was filtered, and the solids were washed with distilled H... Reactants: COc1nnccc1-c1c(-c2ccccc2)nn2ccccc12, Cl, O. The product is O=c1[nH]nccc1-c1c(-c2ccccc2)nn2ccccc12. Reaction SMILES: [CH3:2][O:3][c:4]1[n:5][n:6][cH:7][cH:8][c:9]1-[c:10]1[c:11](-[c:19]2[cH:20][cH:21][cH:22][cH:23][cH:24]2)[n:12][n:13]2[c:14]1[cH:15][cH:16][cH:17][cH:18]2.[ClH:1].[OH2:25]>>[O:3]=[c:4]1[nH:5][n:6][cH:7][cH:8][c:9]1-[c:10]1[c:11](-[c:19]2[cH:20][cH:21][cH:22][cH:23][cH:24]2)[n:12][n:13]2[c:14]1[cH:15][cH:16][cH:17][cH:18]2. Reactants: COc1ccc2sc(C(=O)N3CCOCC3)nc2c1[N+](=O)[O-], CO. Yields the product COc1ccc2sc(C(=O)N3CCOCC3)nc2c1N. RXN SMILES: [CH3:1][O:2][c:3]1[cH:4][cH:5][c:6]2[c:7]([n:8][c:9]([C:11](=[O:12])[N:13]3[CH2:14][CH2:15][O:16][CH2:17][CH2:18]3)[s:10]2)[c:19]1[N+:20]([O-:21])=[O:22].[CH3:23][OH:24]>>[CH3:1][O:2][c:3]1[cH:4][cH:5][c:6]2[c:7]([n:8][c:9]([C:11](=[O:12])[N:13]3[CH2:14][CH2:15][O:16][CH2:17][CH2:18]3)[s:10]2)[c:19]1[NH2:20].